This data is from the Open Reaction Database (ORD), a public repository of structured organic reaction records. The task is: describe an organic reaction: reactants, conditions, products, and yield Reactants: ClCCl, CC(C)c1nc(C(=O)N2CCOC3(CCN(Cc4cccc(C(F)CO)c4)CC3)C2)cs1, O=C(O)C(F)(F)F. Yields the product CC(C)c1nc(C(=O)N2CCOC3(CCN(Cc4cccc(C(F)C=O)c4)CC3)C2)cs1. RXN SMILES: [Cl:40][CH2:41][Cl:42].[F:1][CH:2]([CH2:3][OH:4])[c:5]1[cH:6][c:7]([CH2:8][N:9]2[CH2:10][CH2:11][C:12]3([CH2:13][N:14]([C:18](=[O:19])[c:20]4[n:21][c:22]([CH:25]([CH3:26])[CH3:27])[s:23][cH:24]4)[CH2:15][CH2:16][O:17]3)[CH2:28][CH2:29]2)[cH:30][cH:31][cH:32]1.[OH:33][C:34]([C:35]([F:36])([F:37])[F:38])=[O:39]>>[F:1][CH:2]([CH:3]=[O:4])[c:5]1[cH:6][c:7]([CH2:8][N:9]2[CH2:10][CH2:11][C:12]3([CH2:13][N:14]([C:18](=[O:19])[c:20]4[n:21][c:22]([CH:25]([CH3:26])[CH3:27])[s:23][cH:24]4)[CH2:15][CH2:16][O:17]3)[CH2:28][CH2:29]2)[cH:30][cH:31][cH:32]1. RXN SMILES: NC[CH2:3][CH2:4][NH:5][CH2:6][C:7]1[NH:8][C:9]2[CH:15]=[CH:14][CH:13]=[CH:12][C:10]=2[N:11]=1.CN=C=S.N1C2C=CC=CC=2NC=1CN[CH2:31][CH2:32][CH2:33][NH:34][C:35]([NH:38][C:39]#[N:40])=[N:36]C>>[N:8]1[C:9]2[CH:15]=[CH:14][CH:13]=[CH:12][C:10]=2[NH:11][C:7]=1[CH2:6][NH:5][CH2:4][CH2:3][NH:36][C:35]([NH:38][C:39]#[N:40])=[N:34][CH2:33][CH2:32][CH3:31]. Procedure details: Using in the abovve procedure, 2-[(3-aminopropyl)aminomethyl]benzimidazole (prepared by reacting 2-chloromethylbenzimidazole with 1.3-diaminopropane) and methyl isothiocyanate, the product is N-[3-(2-benzimidazolylmethylamino)propyl]-N'-cyano-N"-methylguanidine. Starting materials: NCCCNCC=1NC2=C(N1)C=CC=C2 (2-[(3-aminopropyl)aminomethyl]benzimidazole), CN=C=S (methyl isothiocyanate), N1=C(NC2=C1C=CC=C2)CNCCCNC(=NC)NC#N (N-[3-(2-benzimidazolylmethylamino)propyl]-N'-cyano-N"-methylguanidine). The product is N1=C(NC2=C1C=CC=C2)CNCCNC(=NCCC)NC#N (N-[2-(2-benzimidazolylmethylamino)ethyl]-N'-cyano-N"-propylguanidine). Reactants: Cl.CON (methoxyamine hydrochloride), N1C(=CC=C1)C(C(=O)OC)=O (methyl pyrrol-2-ylglyoxylate). Run in CO (methanol). Yields the product CON=C(C(=O)OC)C=1NC=CC1 (Methyl pyrrol-2-ylglyoxylate O-methyloxime). As a reaction SMILES: Cl.[CH3:2][O:3][NH2:4].[NH:5]1[CH:9]=[CH:8][CH:7]=[C:6]1[C:10](=O)[C:11]([O:13][CH3:14])=[O:12]>CO>[CH3:2][O:3][N:4]=[C:10]([C:6]1[NH:5][CH:9]=[CH:8][CH:7]=1)[C:11]([O:13][CH3:14])=[O:12] |f:0.1|. Procedure: 97.5 g (1.2 eq) of methoxyamine hydrochloride are added to a solution of 148.8 g (0.97 mol) of methyl pyrrol-2-ylglyoxylate (prepared by a method similar to that described by B. Lindstrom et al., Acta Chem. Scand. 27 (1973), 7) in 1 l of methanol, and the solution is refluxed for 2.5 hours. After evaporation in a rotary evaporator, the residue is taken up in ethyl acetate and the solution is washed with water, dried and evaporated down. 81 g (46%) of the pyrrole remained in the form of an oil. The reactants are C1(=CC=CC=C1)C (toluene), CC(=O)C1=C(C=C(C=C1)O)O (resacetophenone), C(C)C(=O)CC (diethyl ketone), N1CCCC1 (pyrrolidine). Solvent: O (water). Run at time 24 hour. Product: C(C)C1(OC2=CC(=CC=C2C(C1)=O)O)CC (2,2-diethyl-7-hydroxy-4-chromanone). Isolated yield 64.0%. RXN SMILES: [CH3:1][C:2]([C:4]1[CH:9]=[CH:8][C:7]([OH:10])=[CH:6][C:5]=1[OH:11])=[O:3].[CH2:12]([C:14]([CH2:16][CH3:17])=O)[CH3:13].N1CCCC1.C1(C)C=CC=CC=1>O>[CH2:12]([C:14]1([CH2:16][CH3:17])[CH2:1][C:2](=[O:3])[C:4]2[C:5](=[CH:6][C:7]([OH:10])=[CH:8][CH:9]=2)[O:11]1)[CH3:13]. Procedure details: 1.52 g (10.0 mmoles) of resacetophenone are dissolved in 1.20 g (14.0 mmoles) of diethyl ketone, then 1.42 g (20.0 mmoles) pyrrolidine [prepared according to the method of H. J. Kabbe in Synthesis, 886 (1978)] are added thereto. The reaction mixture is allowed to stand at room temperature for 24 hours, then 40 ml of toluene are added. The reaction mixture is boiled under reflux for 10 hours by using a water separator. Then it is cooled back, washed subsequently with 10% hydrochloric acid and wat... Reactants: FC=1C=C(N)C=C(C1OC1=C2C(=NC=C1)NC=C2C)F (3,5-difluoro-4-[(3-methyl-1H-pyrrolo[2,3-b]pyridin-4-yl)oxy]aniline), [OH-].[Na+] (sodium hydroxide), ClC1=NC(=NC(=C1)Cl)N (4,6-dichloropyrimidine-2-amine), Cl (hydrochloric acid). Solvent: O (water). The product is ClC1=CC(=NC(=N1)N)NC1=CC(=C(C(=C1)F)OC1=C2C(=NC=C1)NC=C2C)F (6-Chloro-N4-{3,5-difluoro-4-[(3-methyl-1H-pyrrolo[2,3-b]pyridin-4-yl)oxy]phenyl}pyrimidine-2,4-diamine). Reaction SMILES: [F:1][C:2]1[CH:3]=[C:4]([CH:6]=[C:7]([F:20])[C:8]=1[O:9][C:10]1[CH:15]=[CH:14][N:13]=[C:12]2[NH:16][CH:17]=[C:18]([CH3:19])[C:11]=12)[NH2:5].[Cl:21][C:22]1[CH:27]=[C:26](Cl)[N:25]=[C:24]([NH2:29])[N:23]=1.Cl.[OH-].[Na+]>O>[Cl:21][C:22]1[N:23]=[C:24]([NH2:29])[N:25]=[C:26]([NH:5][C:4]2[CH:3]=[C:2]([F:1])[C:8]([O:9][C:10]3[CH:15]=[CH:14][N:13]=[C:12]4[NH:16][CH:17]=[C:18]([CH3:19])[C:11]=34)=[C:7]([F:20])[CH:6]=2)[CH:27]=1 |f:3.4|. Procedure details: 415 mg (1.51 mmol) of 3,5-difluoro-4-[(3-methyl-1H-pyrrolo[2,3-b]pyridin-4-yl)oxy]aniline and 321 mg (1.96 mmol) of 4,6-dichloropyrimidine-2-amine are suspended in 8 ml of water. 1.96 ml of 1N hydrochloric acid are added, and the mixture is heated at reflux overnight. Using 1N aqueous sodium hydroxide solution, the pH is then adjusted to 10, resulting in the precipitation of crystals. The crystals are filtered off with suction and washed with water. The crude product is purified by column chroma... Reactants: Intermediate E2, O1CCN(CC1)CCOC1=NNC2=CC=C(C=C12)N (3-(2-morpholinoethoxy)-1H-indazol-5-amine), CC=1C=CC(=CC1)S(=O)(=O)O (p-TSA), CN(C)C=O (DMF). Solvent: C1CCOC1 (THF). Reaction conditions: temperature 90 celsius. The product is NC1=CC=C(C2=CC=CC=C12)OC1=NC(=NC=C1)NC=1C=C2C(=NNC2=CC1)OCCN1CCOCC1 (N-(4-((4-Aminonaphthalen-1-yl)oxy)pyrimidin-2-yl)-3-(2-morpholinoethoxy)-1H-indazol-5-amine). RXN SMILES: [O:1]1[CH2:6][CH2:5][N:4]([CH2:7][CH2:8][O:9][C:10]2[C:18]3[C:13](=[CH:14][CH:15]=[C:16]([NH2:19])[CH:17]=3)[NH:12][N:11]=2)[CH2:3][CH2:2]1.[CH3:20][C:21]1[CH:22]=[CH:23][C:24](S(O)(=O)=O)=[CH:25][CH:26]=1.[CH3:31][N:32]([CH:34]=[O:35])C>C1COCC1>[NH2:11][C:10]1[C:22]2[C:21](=[CH:26][CH:25]=[CH:24][CH:23]=2)[C:20]([O:35][C:34]2[CH:2]=[CH:3][N:4]=[C:31]([NH:19][C:16]3[CH:17]=[C:18]4[C:13](=[CH:14][CH:15]=3)[NH:12][N:11]=[C:10]4[O:9][CH2:8][CH2:7][N:4]3[CH2:5][CH2:6][O:1][CH2:2][CH2:3]3)[N:32]=2)=[CH:17][CH:18]=1. Reported procedure: A solution of Intermediate E2 (223 mg, 0.738 mmol), 3-(2-morpholinoethoxy)-1H-indazol-5-amine (215 mg, 0.738 mmol) and p-TSA (140 mg, 0.738 mmol) in a mixture of DMF and THF (1:1 v/v, 20 mL) was heated to 90° C. for 6 h and then cooled to RT and maintained at that temperature for a further 64 hr. The reaction mixture was partitioned between saturated aq. NaHCO3 (50 mL) and EtOAc (50 mL). The aq layer was separated and extracted with EtOAc (50 mL) and the combined organic extracts were dried and ... Starting materials: CS(=O)(=O)N1[C@@H](C[C@@H](C1)P(=O)(C1=CC=CC=C1)C1=CC=CC=C1)CO ((2S,4S)-N-methanesulfonyl-4-diphenylphosphinyl-2-hydroxymethylpyrrolidine), Ph Al2O3, [H][H] (hydrogen). Solvent: CO (methanol). The product is CS(=O)(=O)N1[C@@H](C[C@@H](C1)P(=O)(C1CCCCC1)C1CCCCC1)CO ((2S,4S)-N-methanesulfonyl-4-dicyclohexylphosphinyl-2-hydroxymethylpyrrolidine). The yield is 59856.5%. As a reaction SMILES: [CH3:1][S:2]([N:5]1[CH2:9][C@@H:8]([P:10]([C:18]2[CH:23]=[CH:22][CH:21]=[CH:20][CH:19]=2)([C:12]2[CH:17]=[CH:16][CH:15]=[CH:14][CH:13]=2)=[O:11])[CH2:7][C@H:6]1[CH2:24][OH:25])(=[O:4])=[O:3].[H][H]>CO>[CH3:1][S:2]([N:5]1[CH2:9][C@@H:8]([P:10]([CH:18]2[CH2:19][CH2:20][CH2:21][CH2:22][CH2:23]2)([CH:12]2[CH2:17][CH2:16][CH2:15][CH2:14][CH2:13]2)=[O:11])[CH2:7][C@H:6]1[CH2:24][OH:25])(=[O:3])=[O:4]. Procedure: An autoclave was charged with 1.70 g (4.5 m-xol) of (2S,4S)-N-methanesulfonyl-4-diphenylphosphinyl-2-hydroxymethylpyrrolidine [VII], 850 mg of 5% Ph/Al2O3 and 20 ml of methanol, and the mixture was stirred for 2 days at 150° C. under 150 atm. pressure of hydrogen. The reaction mixture was subjected to microfiltration and the filtrate was concentrated and subjected to column chromatography on silica gel (solvent: ethanol) to be separated from a fraction insoluble in the organic solvent. The eluen... Reactants: C(C)(=O)N1CCC(CC1)CC(C1=CC=C(C=C1)N(C)C)=O (1-Acetyl-4-(4-dimethylaminobenzoylmethyl)piperidine), Cl (hydrochloric acid). Reaction conditions: temperature 100 celsius, time 15 hour. The product is Cl.Cl.CN(C1=CC=C(C(=O)CC2CCNCC2)C=C1)C (4-(4-Dimethylaminobenzoylmethyl)piperidine dihydrochloride). As a reaction SMILES: C([N:4]1[CH2:9][CH2:8][CH:7]([CH2:10][C:11](=[O:21])[C:12]2[CH:17]=[CH:16][C:15]([N:18]([CH3:20])[CH3:19])=[CH:14][CH:13]=2)[CH2:6][CH2:5]1)(=O)C.[ClH:22]>>[ClH:22].[ClH:22].[CH3:20][N:18]([CH3:19])[C:15]1[CH:14]=[CH:13][C:12]([C:11]([CH2:10][CH:7]2[CH2:8][CH2:9][NH:4][CH2:5][CH2:6]2)=[O:21])=[CH:17][CH:16]=1 |f:2.3.4|. Procedure details: In 30 mi of concentrated hydrochloric acid was dissolved 1.73 g of the 1-acetyl-4-(4-dimethylaminobenzoylmethyl)piperidine prepared in Example 39 and the mixture was stirred at 100° C. for 15 hours. The solvent was then distilled off and the residue was recrystallized from ethanol-ethyl acetate to give 1.7 g of colorless crystals melting at 251°-255° C.